Dataset: the Open Reaction Database (ORD), a public repository of structured organic reaction records. Task: describe an organic reaction: reactants, conditions, products, and yield Starting materials: ClC1=NC2=C(C=CC(=C2C=N1)Cl)O (2,5-dichloroquinazolin-8-ol), IC (iodomethane), C([O-])([O-])=O.[K+].[K+] (potassium carbonate). The solvent is CN(C)C=O (DMF), C(C)(=O)OCC (ethyl acetate). Run at time 8 hour. The product is ClC1=NC2=C(C=CC(=C2C=N1)Cl)OC (2,5-dichloro-8-methoxyquinazoline). As a reaction SMILES: [Cl:1][C:2]1[N:11]=[CH:10][C:9]2[C:4](=[C:5]([OH:13])[CH:6]=[CH:7][C:8]=2[Cl:12])[N:3]=1.IC.[C:16](=O)([O-])[O-].[K+].[K+]>CN(C=O)C.C(OCC)(=O)C>[Cl:1][C:2]1[N:11]=[CH:10][C:9]2[C:4](=[C:5]([O:13][CH3:16])[CH:6]=[CH:7][C:8]=2[Cl:12])[N:3]=1 |f:2.3.4|. Reported procedure: To a solution of 2,5-dichloroquinazolin-8-ol (1 eq) (See example 32 for synthesis) in DMF was added iodomethane (3 eq) and potassium carbonate (3 eq). The reaction mixture was stirred at room temperature for overnight. Diluted with ethyl acetate and washed with water and brine and dried over sodium sulfate. Filtered, evaporated and dried to provide product as a yellow solid in quantitative yield. ES/MS m/z 229.0 (MH+). Proceed for next step.